Task: describe an organic reaction: reactants, conditions, products, and yield. Dataset: the Open Reaction Database (ORD), a public repository of structured organic reaction records The reactants are ICCC1CCC2=C(CC1)C(=C(C(=C2OC)OC)OC)OC (7-(2-Iodoethyl)-1,2,3,4-tetramethoxy-6,7,8,9-tetrahydro-5H-benzo[a]cycloheptene), N1N=NC2=C1C=CC=C2 (1,2,3-benzotriazole), [H-].[Na+] (sodium hydride). Run in C1CCOC1 (THF), C1CCOC1 (THF), O (water). Reaction conditions: time 30 minute. The product is COC1=C(C(=C(C2=C1CCC(CC2)CCN2N=NC1=C2C=CC=C1)OC)OC)OC (1-[2-(1,2,3,4-Tetramethoxy-6,7,8,9-tetrahydro-5H-benzo[a]cyclohepten-7-yl)ethyl]-1H-benzotriazole). Isolated yield 78.3%. RXN SMILES: [H-].[Na+].[NH:3]1[C:7]2[CH:8]=[CH:9][CH:10]=[CH:11][C:6]=2[N:5]=[N:4]1.I[CH2:13][CH2:14][CH:15]1[CH2:21][CH2:20][C:19]2[C:22]([O:32][CH3:33])=[C:23]([O:30][CH3:31])[C:24]([O:28][CH3:29])=[C:25]([O:26][CH3:27])[C:18]=2[CH2:17][CH2:16]1>C1COCC1.O>[CH3:27][O:26][C:25]1[C:18]2[CH2:17][CH2:16][CH:15]([CH2:14][CH2:13][N:3]3[C:7]4[CH:8]=[CH:9][CH:10]=[CH:11][C:6]=4[N:5]=[N:4]3)[CH2:21][CH2:20][C:19]=2[C:22]([O:32][CH3:33])=[C:23]([O:30][CH3:31])[C:24]=1[O:28][CH3:29] |f:0.1|. Procedure details: To a suspension of sodium hydride (60% oil dispersion, 230 mg) in THF (6 ml) was added a solution of 1,2,3-benzotriazole (680 mg) in THF(6 ml) with cooling with ice. The reaction mixture was warmed to room temperature and stirred at ambient temperature for 30 min. 7-(2-Iodoethyl)-1,2,3,4-tetramethoxy-6,7,8,9-tetrahydro-5H-benzo[a]cycloheptene (1.20 g) was added and the stirring was continued for 12 hr. The reaction mixture was heated under reflux for 6 hr, diluted with water, and extracted with ... Starting materials: [I-].[K+] (potassium iodide), C(C)(C)(C)OC(=O)N1N=C(C2=CC(=CC=C12)OCC1=CC=CC=C1)C=1N(C2=CC=C(C=C2C1)OCCBr)C(=O)OC(C)(C)C (5-benzyloxy-3-[5-(2-bromoethoxy)-1-tert-butoxycarbonyl-1H-indol-2-yl]indazole-1-carboxylic acid tert-butyl ester), N1CCOCC1 (morpholine), [I-].[K+] (potassium iodide), C([O-])([O-])=O.[K+].[K+] (potassium carbonate). The solvent is C(C)#N (acetonitrile). Conditions: temperature 80 celsius. Yields the product C(C)(C)(C)OC(=O)N1N=C(C2=CC(=CC=C12)OCC1=CC=CC=C1)C=1N(C2=CC=C(C=C2C1)OCCN1CCOCC1)C(=O)OC(C)(C)C (5-benzyloxy-3-[1-tert-butoxycarbonyl-5-(2-morpholin-4-ylethoxy)-1H-indol-2-yl]indazole-1-carboxylic acid tert-butyl ester). RXN SMILES: [C:1]([O:5][C:6]([N:8]1[C:16]2[C:11](=[CH:12][C:13]([O:17][CH2:18][C:19]3[CH:24]=[CH:23][CH:22]=[CH:21][CH:20]=3)=[CH:14][CH:15]=2)[C:10]([C:25]2[N:26]([C:38]([O:40][C:41]([CH3:44])([CH3:43])[CH3:42])=[O:39])[C:27]3[C:32]([CH:33]=2)=[CH:31][C:30]([O:34][CH2:35][CH2:36]Br)=[CH:29][CH:28]=3)=[N:9]1)=[O:7])([CH3:4])([CH3:3])[CH3:2].[I-].[K+].[NH:47]1[CH2:52][CH2:51][O:50][CH2:49][CH2:48]1.C(=O)([O-])[O-].[K+].[K+]>C(#N)C>[C:1]([O:5][C:6]([N:8]1[C:16]2[C:11](=[CH:12][C:13]([O:17][CH2:18][C:19]3[CH:24]=[CH:23][CH:22]=[CH:21][CH:20]=3)=[CH:14][CH:15]=2)[C:10]([C:25]2[N:26]([C:38]([O:40][C:41]([CH3:44])([CH3:43])[CH3:42])=[O:39])[C:27]3[C:32]([CH:33]=2)=[CH:31][C:30]([O:34][CH2:35][CH2:36][N:47]2[CH2:52][CH2:51][O:50][CH2:49][CH2:48]2)=[CH:29][CH:28]=3)=[N:9]1)=[O:7])([CH3:4])([CH3:3])[CH3:2] |f:1.2,4.5.6|. Reported procedure: A suspension of 2.0 g of 5-benzyloxy-3-[5-(2-bromoethoxy)-1-tert-butoxycarbonyl-1H-indol-2-yl]indazole-1-carboxylic acid tert-butyl ester and of 498 mg of potassium iodide in 90 ml of acetonitrile is heated at 80° C. for 7 hours. 394 μl of morpholine, 150 mg of potassium iodide and 1.24 g of potassium carbonate are then added and the mixture is heated at 80° C. for 15 hours. The reaction mixture is cooled to ambient temperature and then filtered. The filtrate is evaporated under reduced pressure... The reactants are CO, Cl, [H][H], Nc1ccc(S(=O)(=O)c2ccc([N+](=O)[O-])cc2)cc1, O, Cc1ccc(S(=O)(=O)O)cc1. The product is Nc1ccc(S(=O)(=O)c2ccc(N)cc2)cc1. RXN SMILES: [CH3:35][OH:36].[ClH:33].[H:31][H:32].[N+:1]([O-:2])(=[O:3])[c:4]1[cH:5][cH:6][c:7]([S:10](=[O:11])(=[O:12])[c:13]2[cH:14][cH:15][c:16]([NH2:19])[cH:17][cH:18]2)[cH:8][cH:9]1.[OH2:34].[c:20]1([CH3:21])[cH:22][cH:23][c:24]([S:25]([OH:26])(=[O:27])=[O:28])[cH:29][cH:30]1>>[NH2:1][c:4]1[cH:5][cH:6][c:7]([S:10](=[O:11])(=[O:12])[c:13]2[cH:14][cH:15][c:16]([NH2:19])[cH:17][cH:18]2)[cH:8][cH:9]1. The reactants are NC1CCCOC2=C1C=C(C=C2C)Cl (5-amino-7-chloro-9-methyl-2,3,4,5-tetrahydro-1-benzoxepine), CS(=O)(=O)Cl (methanesulfonyl chloride). Yields the product ClC=1C=C(C2=C(C(CCCO2)NS(=O)(=O)C)C1)C (7-chloro-9-methyl-5-methylsulfonylamino-2,3,4,5-tetrahydro-1-benzoxepine). RXN SMILES: [NH2:1][CH:2]1[C:8]2[CH:9]=[C:10]([Cl:14])[CH:11]=[C:12]([CH3:13])[C:7]=2[O:6][CH2:5][CH2:4][CH2:3]1.[CH3:15][S:16](Cl)(=[O:18])=[O:17]>>[Cl:14][C:10]1[CH:11]=[C:12]([CH3:13])[C:7]2[O:6][CH2:5][CH2:4][CH2:3][CH:2]([NH:1][S:16]([CH3:15])(=[O:18])=[O:17])[C:8]=2[CH:9]=1. Procedure details: 0.6 g of 5-amino-7-chloro-9-methyl-2,3,4,5-tetrahydro-1-benzoxepine (Example 10b) were reacted with methanesulfonyl chloride analogously to Example 10c. 0.6 g of 7-chloro-9-methyl-5-methylsulfonylamino-2,3,4,5-tetrahydro-1-benzoxepine was obtained, m.p. 154-156° C. By subsequent alkylation with butyl iodide analogously to Example 11, 0.6 g of 5-(N-butyl-N-methylsulfonylamino)-7-chloro-9-methyl-2,3,4,5-tetrahydro-1-benzoxepine was obtained, m.p. 106-110° C. Reactants: FC1=CC=C2C(=NN(C2=C1)C(=O)OC(C)(C)C)CC1C(N(C2=C(N(C1=O)CC(=O)N(C1=CC=C(C=C1)OC(F)(F)F)C(C)C)C=CC=C2)C2=CC=CC=C2)=O (2-[3-(6-Fluoro-1-tert-butoxycarbonyl-1H-indazol-3-ylmethyl)-2,4-dioxo-5-phenyl-2,3,4,5-tetrahydro-benzo[b][1,4]diazepin-1-yl]-N-isopropyl-N-(4-trifluoromethoxy-phenyl)-acetamide), Intermediate 70, C(=O)(C(F)(F)F)O (TFA). The solvent is C(Cl)(Cl)Cl (CHCl3). Reaction conditions: time 6 hour. Yields the product FC1=CC=C2C(=NNC2=C1)CC1C(N(C2=C(N(C1=O)CC(=O)N(C1=CC=C(C=C1)OC(F)(F)F)C(C)C)C=CC=C2)C2=CC=CC=C2)=O (2-[3-(6-Fluoro-1H-indazol-3-ylmethyl)-2,4-dioxo-5-phenyl-2,3,4,5-tetrahydro-benzo[b][1,4]diazepin-1-yl]-N-isopropyl-N-(4-trifluoromethoxy-phenyl)-acetamide). Yield: 65.8%. RXN SMILES: [F:1][C:2]1[CH:10]=[C:9]2[C:5]([C:6]([CH2:18][CH:19]3[C:25](=[O:26])[N:24]([CH2:27][C:28]([N:30]([CH:42]([CH3:44])[CH3:43])[C:31]4[CH:36]=[CH:35][C:34]([O:37][C:38]([F:41])([F:40])[F:39])=[CH:33][CH:32]=4)=[O:29])[C:23]4[CH:45]=[CH:46][CH:47]=[CH:48][C:22]=4[N:21]([C:49]4[CH:54]=[CH:53][CH:52]=[CH:51][CH:50]=4)[C:20]3=[O:55])=[N:7][N:8]2C(OC(C)(C)C)=O)=[CH:4][CH:3]=1.C(O)(C(F)(F)F)=O>C(Cl)(Cl)Cl>[F:1][C:2]1[CH:10]=[C:9]2[C:5]([C:6]([CH2:18][CH:19]3[C:25](=[O:26])[N:24]([CH2:27][C:28]([N:30]([CH:42]([CH3:44])[CH3:43])[C:31]4[CH:32]=[CH:33][C:34]([O:37][C:38]([F:39])([F:40])[F:41])=[CH:35][CH:36]=4)=[O:29])[C:23]4[CH:45]=[CH:46][CH:47]=[CH:48][C:22]=4[N:21]([C:49]4[CH:50]=[CH:51][CH:52]=[CH:53][CH:54]=4)[C:20]3=[O:55])=[N:7][NH:8]2)=[CH:4][CH:3]=1. Procedure details: 70 mg of 2-[3-(6-Fluoro-1-tert-butoxycarbonyl-1H-indazol-3-ylmethyl)-2,4-dioxo-5-phenyl-2,3,4,5-tetrahydro-benzo[b][1,4]diazepin-1-yl]-N-isopropyl-N-(4-trifluoromethoxy-phenyl)-acetamide, prepared as in Intermediate 70, is dissolved in 2 mL of CHCl3 and 5 mL of TFA is added. The reaction mixture is stirred for 6 h and the solvents were removed in vacuo. The residue is purified by silica gel flash column chromatography using hexane/EtOAc 40:60 as eluent to afford the 40 mg of the title compound: ... Starting materials: IC1=C(C(=O)N)C=C(C=C1)[N+](=O)[O-] (2-Iodo-5-nitrobenzamide), C([O-])([O-])=O.[Na+].[Na+] (sodium carbonate), S1C(=CC2=C1C=CC=C2)B(O)O (benzothiophene-2-boronic acid). The reagents and catalysts are Cl[Pd]([P](C1=CC=CC=C1)(C2=CC=CC=C2)C3=CC=CC=C3)([P](C4=CC=CC=C4)(C5=CC=CC=C5)C6=CC=CC=C6)Cl (dichlorobis(triphenylphosphine)palladium). Solvent: O1CCOCC1 (dioxane). Conditions: temperature 80 celsius, time 8 hour. Product: S1C(=CC2=C1C=CC=C2)C2=C(C(=O)N)C=C(C=C2)[N+](=O)[O-] (2-(1-Benzothien-2-yl)-5-nitrobenzamide). Yield: 70.9%. As a reaction SMILES: I[C:2]1[CH:10]=[CH:9][C:8]([N+:11]([O-:13])=[O:12])=[CH:7][C:3]=1[C:4]([NH2:6])=[O:5].C(=O)([O-])[O-].[Na+].[Na+].[S:20]1[C:24]2[CH:25]=[CH:26][CH:27]=[CH:28][C:23]=2[CH:22]=[C:21]1B(O)O>Cl[Pd](Cl)([P](C1C=CC=CC=1)(C1C=CC=CC=1)C1C=CC=CC=1)[P](C1C=CC=CC=1)(C1C=CC=CC=1)C1C=CC=CC=1.O1CCOCC1>[S:20]1[C:24]2[CH:25]=[CH:26][CH:27]=[CH:28][C:23]=2[CH:22]=[C:21]1[C:2]1[CH:10]=[CH:9][C:8]([N+:11]([O-:13])=[O:12])=[CH:7][C:3]=1[C:4]([NH2:6])=[O:5] |f:1.2.3,^1:34,53|. Reported procedure: 2-Iodo-5-nitrobenzamide (Example 3A; 6.56 g) is introduced into dioxane (130 ml) and sat. sodium carbonate solution (65 ml) and, after addition of benzothiophene-2-boronic acid (6.00 g) and dichlorobis(triphenylphosphine)palladium (1.58 g), stirred at 80° C. overnight. The reaction mixture is filtered through kieselguhr and washed with ethyl acetate (250 ml) and water (100 ml). The organic phase is extracted with water (three times 100 ml) and sat. sodium chloride solution (100 ml) and then drie... Run at time 1 hour. The reactants are ClC1=C(C(=O)OCC)C=C(C(=C1)Cl)S(=O)(=O)Cl (ethyl 2,4-dichloro-5-(chlorosulfonyl)benzoate), FC1=C(N)C=CC=C1 (2-fluoroaniline). The solvent is C(C)(=O)OCC (ethyl acetate), CN(C(C)=O)C (N,N-dimethylacetamide). Product: ClC1=C(C(=O)OCC)C=C(C(=C1)Cl)S(=O)(=O)NC1=C(C=CC=C1)F (ethyl 2,4-dichloro-5-{[(2-fluorophenyl)amino]sulfonyl}benzoate). Reaction SMILES: [Cl:1][C:2]1[CH:12]=[C:11]([Cl:13])[C:10]([S:14](Cl)(=[O:16])=[O:15])=[CH:9][C:3]=1[C:4]([O:6][CH2:7][CH3:8])=[O:5].[F:18][C:19]1[CH:25]=[CH:24][CH:23]=[CH:22][C:20]=1[NH2:21]>CN(C)C(=O)C.C(OCC)(=O)C>[Cl:1][C:2]1[CH:12]=[C:11]([Cl:13])[C:10]([S:14]([NH:21][C:20]2[CH:22]=[CH:23][CH:24]=[CH:25][C:19]=2[F:18])(=[O:16])=[O:15])=[CH:9][C:3]=1[C:4]([O:6][CH2:7][CH3:8])=[O:5]. Reported procedure: To ethyl 2,4-dichloro-5-(chlorosulfonyl)benzoate (1 g, 3.15 mmol) in N,N-dimethylacetamide (10.5 mL) was added 2-fluoroaniline (1.215 mL, 12.60 mmol) dropwise over 1 minute at room temperature. The mixture was stirred at room temperature for 1 hour, and then it was diluted with ethyl acetate (35 mL). The organic solution was washed with 1 N HCl (2×13 mL) and saturated NaCl (13 mL). The organic layer was concentrated, ethanol (38 mL) was added, and the mixture concentrated to give ethyl 2,4-dichl...